Dataset: the Open Reaction Database (ORD), a public repository of structured organic reaction records. Task: describe an organic reaction: reactants, conditions, products, and yield Yields the product Cc1cccc(C2CC2)c1Oc1nnc(Cl)cc1O. Starting materials: COc1cccc(C)c1, CO, Cc1cccc(C2CC2)c1O, Cl, [K+], [OH-], Oc1cc(Cl)nnc1Cl. RXN SMILES: [CH3:21][O:22][c:23]1[cH:24][c:25]([CH3:26])[cH:27][cH:28][cH:29]1.[CH3:33][OH:34].[CH:10]1([c:13]2[c:14]([OH:20])[c:15]([CH3:19])[cH:16][cH:17][cH:18]2)[CH2:11][CH2:12]1.[ClH:32].[K+:31].[OH-:30].[OH:1][c:2]1[c:3]([Cl:9])[n:4][n:5][c:6]([Cl:8])[cH:7]1>>[OH:1][c:2]1[c:3]([O:20][c:14]2[c:13]([CH:10]3[CH2:11][CH2:12]3)[cH:18][cH:17][cH:16][c:15]2[CH3:19])[n:4][n:5][c:6]([Cl:8])[cH:7]1. RXN SMILES: [CH3:21][CH2:22][OH:23].[Cl:1][c:2]1[cH:3][cH:4][c:5]([N+:16]([O-:17])=[O:18])[c:6]([C:7](=[O:8])[NH:9][CH:10]([CH3:11])[CH:12]2[CH2:13][CH2:14]2)[cH:15]1.[ClH:19].[Fe:24].[OH2:20]>>[Cl:1][c:2]1[cH:3][cH:4][c:5]([NH2:16])[c:6]([C:7](=[O:8])[NH:9][CH:10]([CH3:11])[CH:12]2[CH2:13][CH2:14]2)[cH:15]1. Product: CC(NC(=O)c1cc(Cl)ccc1N)C1CC1. The reactants are CCO, CC(NC(=O)c1cc(Cl)ccc1[N+](=O)[O-])C1CC1, Cl, [Fe], O.